Dataset: the Open Reaction Database (ORD), a public repository of structured organic reaction records. Task: describe an organic reaction: reactants, conditions, products, and yield Reactants: CC(=O)O[BH-](OC(C)=O)OC(C)=O, CO, CC(=O)CC(C)=O, CCCCC=O, COC1C(OC(C(NCCCNC(=O)C(NC(=O)C(NC(=O)NC(C(=O)O)C(C)C)C2CCNC(=N)N2)C(O)C(C)C)C(=O)O)C2OC(n3ccc(=O)[nH]c3=O)C(O)C2O)OC(CN)C1O, [Na+], c1ccncc1. The product is CCCCCN(CCCNC(=O)C(NC(=O)C(NC(=O)NC(C(=O)O)C(C)C)C1CCNC(=N)N1)C(O)C(C)C)C(C(=O)O)C(OC1OC(CN)C(O)C1OC)C1OC(n2ccc(=O)[nH]c2=O)C(O)C1O. RXN SMILES: [C:73]([O:74][BH-:75]([O:76][C:77](=[O:78])[CH3:79])[O:80][C:81](=[O:82])[CH3:83])(=[O:84])[CH3:85].[CH3:87][OH:88].[CH3:95][C:96](=[O:97])[CH2:98][C:99](=[O:100])[CH3:101].[CH:67]([CH2:68][CH2:69][CH2:70][CH3:71])=[O:72].[NH2:1][CH2:2][CH:3]1[CH:4]([OH:66])[CH:5]([O:64][CH3:65])[CH:6]([O:8][CH:9]([CH:10]([NH:11][CH2:12][CH2:13][CH2:14][NH:15][C:16]([CH:17]([NH:18][C:19]([CH:20]([NH:21][C:22]([NH:23][CH:24]([C:25](=[O:26])[OH:27])[CH:28]([CH3:29])[CH3:30])=[O:31])[CH:32]2[NH:33][C:34](=[NH:38])[NH:35][CH2:36][CH2:37]2)=[O:39])[CH:40]([CH:41]([CH3:42])[CH3:43])[OH:44])=[O:45])[C:46](=[O:47])[OH:48])[CH:49]2[O:50][CH:51]([n:56]3[c:57](=[O:63])[nH:58][c:59](=[O:62])[cH:60][cH:61]3)[CH:52]([OH:55])[CH:53]2[OH:54])[O:7]1.[Na+:86].[cH:89]1[cH:90][cH:91][n:92][cH:93][cH:94]1>>[NH2:1][CH2:2][CH:3]1[CH:4]([OH:66])[CH:5]([O:64][CH3:65])[CH:6]([O:8][CH:9]([CH:10]([N:11]([CH2:12][CH2:13][CH2:14][NH:15][C:16]([CH:17]([NH:18][C:19]([CH:20]([NH:21][C:22]([NH:23][CH:24]([C:25](=[O:26])[OH:27])[CH:28]([CH3:29])[CH3:30])=[O:31])[CH:32]2[NH:33][C:34](=[NH:38])[NH:35][CH2:36][CH2:37]2)=[O:39])[CH:40]([CH:41]([CH3:42])[CH3:43])[OH:44])=[O:45])[CH2:67][CH2:68][CH2:69][CH2:70][CH3:71])[C:46](=[O:47])[OH:48])[CH:49]2[O:50][CH:51]([n:56]3[c:57](=[O:63])[nH:58][c:59](=[O:62])[cH:60][cH:61]3)[CH:52]([OH:55])[CH:53]2[OH:54])[O:7]1. Starting materials: ClC=1C=NC=C(C1SC1=C(C=C(S1)C(=O)O)[N+](=O)[O-])Cl (5-[(3,5-dichloro-4-pyridyl)sulfanyl]-4-nitro-thiophene-2-carboxylic acid), CC1(CCNCC1)C (4,4-dimethyl piperidine). Yields the product ClC=1C=NC=C(C1SC1=C(C=C(S1)C(=O)N1CCC(CC1)(C)C)[N+](=O)[O-])Cl ((5-((3,5-dichloropyridin-4-yl)thio)-4-nitrothiophen-2-yl)(4,4-dimethylpiperidin-1-yl)methanone), solid. Isolated yield 14.0%. As a reaction SMILES: [Cl:1][C:2]1[CH:3]=[N:4][CH:5]=[C:6]([Cl:20])[C:7]=1[S:8][C:9]1[S:13][C:12]([C:14]([OH:16])=O)=[CH:11][C:10]=1[N+:17]([O-:19])=[O:18].[CH3:21][C:22]1([CH3:28])[CH2:27][CH2:26][NH:25][CH2:24][CH2:23]1>>[Cl:20][C:6]1[CH:5]=[N:4][CH:3]=[C:2]([Cl:1])[C:7]=1[S:8][C:9]1[S:13][C:12]([C:14]([N:25]2[CH2:26][CH2:27][C:22]([CH3:28])([CH3:21])[CH2:23][CH2:24]2)=[O:16])=[CH:11][C:10]=1[N+:17]([O-:19])=[O:18]. Procedure: Prepared according to the procedure described for example 50 from 5-[(3,5-dichloro-4-pyridyl)sulfanyl]-4-nitro-thiophene-2-carboxylic acid (200 mg, 0.56 mmol) and 4,4-dimethyl piperidine (83 mg, 0.65 mmol). The title compound was obtained as a solid (34 mg, 14% yield). 1H NMR (400 MHz, d6-DMSO) δ: 8.97 (2H, s), 7.90 (1H, s), 3.57 (4H, m), 1.33 (4H, m), 0.95 (6H, s). MS m/z: 446.21, 448.23 [M+H]+. The reactants are CC=1N=C(OC1)N(C(C(C)C)=O)CCCC (4-methyl-2(N-butylisobutyramido)oxazole), ClC1=CC(=CC=C1)C(=O)OO (m-chloroperbenzoic acid). Solvent: C(Cl)Cl (methylene chloride). Conditions: time 40 hour. The product is OC1=C(N=C(O1)N(C(C(C)C)=O)CCCC)C (5-Hydroxy-2(N-butylisobutyramido)-4-methyloxazole). Reaction SMILES: [CH3:1][C:2]1[N:3]=[C:4]([N:7]([CH2:13][CH2:14][CH2:15][CH3:16])[C:8](=[O:12])[CH:9]([CH3:11])[CH3:10])[O:5][CH:6]=1.ClC1C=CC=C(C(OO)=[O:25])C=1>C(Cl)Cl>[OH:25][C:6]1[O:5][C:4]([N:7]([CH2:13][CH2:14][CH2:15][CH3:16])[C:8](=[O:12])[CH:9]([CH3:11])[CH3:10])=[N:3][C:2]=1[CH3:1]. Procedure details: 4-methyl-2(N-butylisobutyramido)oxazole (15 g., 0.067 m.) in dry methylene chloride (100 c.c.) was cooled to 0° C. during the addition of m-chloroperbenzoic acid (16 g., 0.023 m.) over 1 hour. The mixture was then stirred at room temperature for 40 hours. The precipitated m-chlorobenzoic acid was then filtered off and the filtrate evaporated to dryness. The residue was taken in ether (100 c.c.) and stirred with 5% aqueous sodium sulphite solution for1 hour. The organic phase was then separated a... Reactants: C([O-])([O-])=O.[K+].[K+] (potassium carbonate), C[C@H]1CC[C@H](CC1)NC(C=CC1=CC(=C(C=C1)O)OC)=O (N-(cis-4-methylcyclohexyl)-4-hydroxy -3-methoxycinnamamide), BrCC(=O)OCC (ethyl bromoacetate). The solvent is C(C)O (ethanol). Conditions: time 20 minute. Yields the product C[C@H]1CC[C@H](CC1)NC(C=CC1=CC(=C(C=C1)OCC(=O)OCC)OC)=O (N-(cis-4-methylcyclohexyl) -4-(ethoxycarbonylmethoxy)-3-methoxycinnamamide). As a reaction SMILES: C(=O)([O-])[O-].[K+].[K+].[CH3:7][C@@H:8]1[CH2:13][CH2:12][C@H:11]([NH:14][C:15](=[O:27])[CH:16]=[CH:17][C:18]2[CH:23]=[CH:22][C:21]([OH:24])=[C:20]([O:25][CH3:26])[CH:19]=2)[CH2:10][CH2:9]1.Br[CH2:29][C:30]([O:32][CH2:33][CH3:34])=[O:31]>C(O)C>[CH3:7][C@@H:8]1[CH2:9][CH2:10][C@H:11]([NH:14][C:15](=[O:27])[CH:16]=[CH:17][C:18]2[CH:23]=[CH:22][C:21]([O:24][CH2:29][C:30]([O:32][CH2:33][CH3:34])=[O:31])=[C:20]([O:25][CH3:26])[CH:19]=2)[CH2:12][CH2:13]1 |f:0.1.2|. Reported procedure: 1.03 g of potassium carbonate was added to a solution of 2.15 g of N-(cis-4-methylcyclohexyl)-4-hydroxy -3-methoxycinnamamide (Example 105) in 200 ml of ethanol. The solution was stirred for 20 minutes, while it was refluxed. Next, 8.0 ml of ethyl bromoacetate was slowly added dropwise to the solution by means of a dropping funnel. Thereafter, the solution was stirred for 4 hours. After reaction, the potassium carbonate was filtered from the reaction solution, and the solvent was removed in vacu... Starting materials: ClC1=CC=C(C(=O)N2C[C@@H](CCC2)N)C=C1 ((R)-1-(p-chlorobenzoyl)-3-amino piperidine), CC1=CC=C(C(=O)Cl)C=C1 (p-Methylbenzoyl chloride), [OH-].[Na+] (sodium hydroxide). Conditions: temperature 15 celsius, time 3 hour. Product: ClC1=CC=C(C(=O)N2C[C@@H](CCC2)NC(C2=CC=C(C=C2)C)=O)C=C1 ((R)-1-(p-chlorobenzoyl)-3-(p-methylbenzoylamino)piperidine). Isolated yield 75.8%. Reaction SMILES: [Cl:1][C:2]1[CH:16]=[CH:15][C:5]([C:6]([N:8]2[CH2:13][CH2:12][CH2:11][C@@H:10]([NH2:14])[CH2:9]2)=[O:7])=[CH:4][CH:3]=1.[CH3:17][C:18]1[CH:26]=[CH:25][C:21]([C:22](Cl)=[O:23])=[CH:20][CH:19]=1.[OH-].[Na+]>>[Cl:1][C:2]1[CH:16]=[CH:15][C:5]([C:6]([N:8]2[CH2:13][CH2:12][CH2:11][C@@H:10]([NH:14][C:22](=[O:23])[C:21]3[CH:25]=[CH:26][C:18]([CH3:17])=[CH:19][CH:20]=3)[CH2:9]2)=[O:7])=[CH:4][CH:3]=1 |f:2.3|. Procedure: To the aqueous solution of (R)-1-(p-chlorobenzoyl)-3-amino piperidine obtained in Example 14 (amount: 3 g), p-Methylbenzoyl chloride (0.16 g) was added. The pH of the mixture was kept from 8.0 to 9.0 using sodium hydroxide. The mixture was stirred at 15° C. for 3 hours, and the precipitated crystal was filtered off. The crystal was dried under reduced pressure to obtain the title compound as white crystal (0.28 g, yield: 66%). Procedure details: The compound is prepared by reaction of 2-methoxy-6-(3-methoxy-5-methylphenyl)naphthalene (26 mg, 0.10 mmol, 1 eq) with boron tribromide solution (1 ml, 1 mmol, 10 eq) according to method G. After the processing, the analytically pure compound was obtained (quantitative yield, 25 mg). Product: OC=1C=C(C=C(C1)C)C=1C=C2C=CC(=CC2=CC1)O (6-(3-Hydroxy-5-methylphenyl)-2-naphthol). As a reaction SMILES: C[O:2][C:3]1[CH:12]=[CH:11][C:10]2[C:5](=[CH:6][CH:7]=[C:8]([C:13]3[CH:18]=[C:17]([CH3:19])[CH:16]=[C:15]([O:20]C)[CH:14]=3)[CH:9]=2)[CH:4]=1.B(Br)(Br)Br>>[OH:20][C:15]1[CH:14]=[C:13]([C:8]2[CH:9]=[C:10]3[C:5](=[CH:6][CH:7]=2)[CH:4]=[C:3]([OH:2])[CH:12]=[CH:11]3)[CH:18]=[C:17]([CH3:19])[CH:16]=1. Starting materials: COC1=CC2=CC=C(C=C2C=C1)C1=CC(=CC(=C1)C)OC (2-methoxy-6-(3-methoxy-5-methylphenyl)naphthalene), B(Br)(Br)Br (boron tribromide). Starting materials: NC=1SC(=C(N1)C)C (2-amino-4,5-dimethylthiazole), ICCCC (iodobutane). The solvent is C1(=CC=CC=C1)C (toluene). Reaction conditions: temperature 80 celsius. The product is I.C(CCC)N1C(SC(=C1C)C)=N (3-butyl-4,5-dimethyl-1,3-thiazol-2(3H)-imine hydroiodide). The yield is 43.2%. Reaction SMILES: [NH2:1][C:2]1[S:3][C:4]([CH3:8])=[C:5]([CH3:7])[N:6]=1.[I:9][CH2:10][CH2:11][CH2:12][CH3:13]>C1(C)C=CC=CC=1>[IH:9].[CH2:10]([N:6]1[C:5]([CH3:7])=[C:4]([CH3:8])[S:3][C:2]1=[NH:1])[CH2:11][CH2:12][CH3:13] |f:3.4|. Reported procedure: A mixture of 2-amino-4,5-dimethylthiazole (2.56 g, 20 mmol) and iodobutane (2.6 mL, 22 mmol) in toluene (20 mL) was refluxed at 80° C. for 48 hours. The mixture was cooled to room temperature and the precipitated solid was filtered, washed with toluene and dried under reduced pressure to provide 2.7 g of crude product as the hydroiodide salt; MS (ESI+) m/z 185 (M+H)+. Starting materials: BrC1=CC(=C(C=C1F)S(=O)(=O)NC)F (4-bromo-2,5-difluoro-N-methylbenzenesulfonamide), C(C)(C)(C)P(C(C)(C)C)C(C)(C)C (Tri-t-butylphosphine), C(#N)C1=CC=C(N1C)B(O)O (5-cyano-1-methyl-1H-pyrrol-2-ylboronic acid), [F-].[K+] (potassium fluoride). The reagents and catalysts are C=1C=CC(=CC1)/C=C/C(=O)/C=C/C2=CC=CC=C2.C=1C=CC(=CC1)/C=C/C(=O)/C=C/C2=CC=CC=C2.C=1C=CC(=CC1)/C=C/C(=O)/C=C/C2=CC=CC=C2.[Pd].[Pd] (tris(dibenzylideneacetone)dipalladium). Conditions: time 16 hour. Product: C(#N)C1=CC=C(N1C)C1=CC(=C(C=C1F)S(=O)(=O)NC)F (4-(5-cyano-1-methyl-1H-pyrrol-2-yl)-2,5-difluoro-N-methylbenzenesulfonamide). Isolated yield 15.4%. Reaction SMILES: Br[C:2]1[C:7]([F:8])=[CH:6][C:5]([S:9]([NH:12][CH3:13])(=[O:11])=[O:10])=[C:4]([F:14])[CH:3]=1.[C:15]([C:17]1[N:21]([CH3:22])[C:20](B(O)O)=[CH:19][CH:18]=1)#[N:16].[F-].[K+].C(P(C(C)(C)C)C(C)(C)C)(C)(C)C>C1C=CC(/C=C/C(/C=C/C2C=CC=CC=2)=O)=CC=1.C1C=CC(/C=C/C(/C=C/C2C=CC=CC=2)=O)=CC=1.C1C=CC(/C=C/C(/C=C/C2C=CC=CC=2)=O)=CC=1.[Pd].[Pd]>[C:15]([C:17]1[N:21]([CH3:22])[C:20]([C:2]2[C:7]([F:8])=[CH:6][C:5]([S:9]([NH:12][CH3:13])(=[O:11])=[O:10])=[C:4]([F:14])[CH:3]=2)=[CH:19][CH:18]=1)#[N:16] |f:2.3,5.6.7.8.9|. Procedure details: According to general procedure B, 4-bromo-2,5-difluoro-N-methylbenzenesulfonamide (143 mg, 0.5 mmol), 5-cyano-1-methyl-1H-pyrrol-2-ylboronic acid (90 mg, 0.60 mmol), potassium fluoride (96 mg, 1.65 mmol), and tris(dibenzylideneacetone)dipalladium (12 mg, 0.013 mmol) were placed in an oven dried flask under nitrogen and dry THF (1.3 mL) was added. Tri-t-butylphosphine (75 μL, 0.026 mmol, 10 wt % in hexane) was added and the reaction was stirred for 16 hours. Purification afforded 4-(5-cyano-1-met... The reactants are BrC(C(=O)OCC)(F)F (ethyl bromodifluoroacetate), NC1=NC=C(C=N1)I (2-amino-5-iodopyrimidine). The reagents and catalysts are [Cu] (copper). Solvent: CS(=O)C (DMSO), ClCCl (dichloromethane), [Cl-].[NH4+] (ammonium chloride). Conditions: temperature 80 celsius. Product: NC1=NC=C(C=N1)C(C(=O)OCC)(F)F (Ethyl 2-(2-aminopyrimidin-5-yl)-2,2-difluoroacetate). RXN SMILES: [NH2:1][C:2]1[N:7]=[CH:6][C:5](I)=[CH:4][N:3]=1.Br[C:10]([F:17])([F:16])[C:11]([O:13][CH2:14][CH3:15])=[O:12]>CS(C)=O.ClCCl.[Cl-].[NH4+].[Cu]>[NH2:1][C:2]1[N:7]=[CH:6][C:5]([C:10]([F:17])([F:16])[C:11]([O:13][CH2:14][CH3:15])=[O:12])=[CH:4][N:3]=1 |f:4.5|. Procedure: To the Schlank flask containing 2-amino-5-iodopyrimidine (2.210 g, 10.00 mmol) and copper powder (0.953 g, 15.0 mmol) in anhydrous DMSO (10 mL) was added ethyl bromodifluoroacetate (1.285 mL, 10.00 mmol). The reaction mixture was heated at 80° C. under nitrogen overnight. Reaction mixture was cooled to room temperature and diluted with dichloromethane (80 mL) and 2N aqueous ammonium chloride (150 mL). The mixture was extracted with dichloromethane (2×60 mL). The organic layer was washed with bri... Starting materials: C=Cc1ccc(Br)cc1C, C1CCOC1, B1C2CCCC1CCC2, Cl, [Na+], [OH-], OO. The product is Cc1cc(Br)ccc1CCO. As a reaction SMILES: [Br:1][c:2]1[cH:3][c:4]([CH3:10])[c:5]([CH:8]=[CH2:9])[cH:6][cH:7]1.[CH2:11]1[CH2:14][CH2:13][CH2:12][O:15]1.[CH:21]12[CH2:22][CH2:23][CH2:24][CH:25]([BH:26]1)[CH2:27][CH2:28][CH2:29]2.[ClH:20].[Na+:17].[OH-:16].[OH:18][OH:19]>>[Br:1][c:2]1[cH:3][c:4]([CH3:10])[c:5]([CH2:8][CH2:9][OH:15])[cH:6][cH:7]1.